Dataset: the Open Reaction Database (ORD), a public repository of structured organic reaction records. Task: describe an organic reaction: reactants, conditions, products, and yield Reactants: O1C(OCC1)CN1C(C=CC2=CC(=CC=C12)C(C)C)=O (1-(1,3-dioxolan-2-ylmethyl)-6-isopropylquinolin-2(1H)-one), FC(C(=O)O)(F)F (trifluoroacetic acid). Conditions: time 8 hour. Yields the product C(C)(C)C=1C=C2C=CC(N(C2=CC1)CC=O)=O ((6-isopropyl-2-oxoquinolin-1(2H)-yl)acetaldehyde). Reaction SMILES: [O:1]1CCO[CH:2]1[CH2:6][N:7]1[C:16]2[C:11](=[CH:12][C:13]([CH:17]([CH3:19])[CH3:18])=[CH:14][CH:15]=2)[CH:10]=[CH:9][C:8]1=[O:20].FC(F)(F)C(O)=O>>[CH:17]([C:13]1[CH:12]=[C:11]2[C:16](=[CH:15][CH:14]=1)[N:7]([CH2:6][CH:2]=[O:1])[C:8](=[O:20])[CH:9]=[CH:10]2)([CH3:19])[CH3:18]. Reported procedure: To 0.42 g of 1-(1,3-dioxolan-2-ylmethyl)-6-isopropylquinolin-2(1H)-one, 4 mL of a 90% aqueous trifluoroacetic acid solution was added, and the mixture was stirred at room temperature overnight. The solvent was removed under reduced pressure, and ethyl acetate and an aqueous saturated sodium hydrogen carbonate solution were added thereto. The organic layer was separated, and the aqueous layer was extracted with ethyl acetate. The organic layer and the extract were combined, the resultant solution... The reactants are C(C=C)#N (acrylonitrile), CNCCNC (N,N'-dimethyl-ethylenediamine). Conditions: time 14 hour. Product: C(#N)CCN(CCN(C)CCC#N)C (N,N'-bis-(2-cyanoethyl)-N,N'-dimethyl-ethylenediamine). Isolated yield 99.0%. Reaction SMILES: [C:1](#[N:4])[CH:2]=[CH2:3].[CH3:5][NH:6][CH2:7][CH2:8][NH:9][CH3:10]>>[C:1]([CH2:2][CH2:3][N:6]([CH3:5])[CH2:7][CH2:8][N:9]([CH2:3][CH2:2][C:1]#[N:4])[CH3:10])#[N:4]. Reported procedure: 5.3 g of acrylonitrile were slowly added to 4.4 g of N,N'-dimethyl-ethylenediamine, while cooling with ice. The mixture was allowed to warm slowly to RT and was stirred at RT for 14 hours. It was heated at 80° C. for 3 hours and the volatile constituents were then removed in vacuo at a bath temperature of 80° C. 9.6 g of N,N'-bis-(2-cyanoethyl)-N,N'-dimethyl-ethylenediamine were obtained. Starting materials: ClC=1C=C(C=C(C1)Cl)O (3,5-dichlorophenol), FC1=CC=C(C=O)C=C1 (4-fluorobenzaldehyde). Yields the product ClC=1C=C(OC2=CC=C(C=O)C=C2)C=C(C1)Cl (4-(3,5-dichlorophenoxy)benzaldehyde). As a reaction SMILES: [Cl:1][C:2]1[CH:3]=[C:4]([OH:9])[CH:5]=[C:6]([Cl:8])[CH:7]=1.F[C:11]1[CH:18]=[CH:17][C:14]([CH:15]=[O:16])=[CH:13][CH:12]=1>>[Cl:1][C:2]1[CH:3]=[C:4]([CH:5]=[C:6]([Cl:8])[CH:7]=1)[O:9][C:11]1[CH:18]=[CH:17][C:14]([CH:15]=[O:16])=[CH:13][CH:12]=1. Procedure: Using 3,5-dichlorophenol and 4-fluorobenzaldehyde, the reaction was carried out in the same manner as in Reference Example 1 to obtain 4-(3,5-dichlorophenoxy)benzaldehyde. Subsequently, the same procedure as in Reference Example 189 was followed using sodium borohydride in place of the lithium aluminum hydride. This gave 4-(3,5-dichlorophenoxy)benzyl alcohol. The resulting alcohol (2.03 g), along with carbon tetrabromide (2.75 g), was dissolved in methylene chloride (30 mL). While this solution ...